From a dataset of the Open Reaction Database (ORD), a public repository of structured organic reaction records. describe an organic reaction: reactants, conditions, products, and yield Reactants: COCCOCCOC, Clc1ccncc1, Nn1cccc1, [Na+], [Na+], O=C([O-])[O-], O. Product: c1ccn(Nc2ccncc2)c1. As a reaction SMILES: [CH3:20][O:21][CH2:22][CH2:23][O:24][CH2:25][CH2:26][O:27][CH3:28].[Cl:1][c:2]1[cH:3][cH:4][n:5][cH:6][cH:7]1.[NH2:8][n:9]1[cH:10][cH:11][cH:12][cH:13]1.[Na+:14].[Na+:15].[O-:16][C:17](=[O:18])[O-:19].[OH2:29]>>[c:2]1([NH:8][n:9]2[cH:10][cH:11][cH:12][cH:13]2)[cH:3][cH:4][n:5][cH:6][cH:7]1.